From a dataset of the Open Reaction Database (ORD), a public repository of structured organic reaction records. describe an organic reaction: reactants, conditions, products, and yield The reactants are C(C1=CC=CC=C1)OC(=O)N1C[C@]2(C[C@@H]([C@H]2C1)C)NC(=O)OC(C)(C)C ((1R,5S,6S)-1-tert-Butoxycarbonylamino-6-methyl-3-azabicyclo[3.2.0]heptane-3-carboxylic acid benzyl ester), [H][H] (hydrogen). Reagents/catalysts: [C].[Pd] (palladium-carbon). Run in CO (methanol), O1CCCC1 (tetrahydrofuran). Product: C(C)(C)(C)OC(=O)N[C@]12CNC[C@@H]2[C@H](C1)C ((1R,5S,6S)-1-(tert-Butoxycarbonylamino)-6-methyl-3-azabicyclo[3.2.0]heptane). As a reaction SMILES: C(OC([N:11]1[CH2:17][C@H:16]2[C@:13]([NH:19][C:20]([O:22][C:23]([CH3:26])([CH3:25])[CH3:24])=[O:21])([CH2:14][C@@H:15]2[CH3:18])[CH2:12]1)=O)C1C=CC=CC=1.[H][H]>CO.O1CCCC1.[C].[Pd]>[C:23]([O:22][C:20]([NH:19][C@:13]12[CH2:14][C@H:15]([CH3:18])[C@H:16]1[CH2:17][NH:11][CH2:12]2)=[O:21])([CH3:26])([CH3:24])[CH3:25] |f:4.5|. Procedure details: (1R,5S,6S)-1-tert-Butoxycarbonylamino-6-methyl-3-azabicyclo[3.2.0]heptane-3-carboxylic acid benzyl ester (1.4 g, 3.9 mmol) was dissolved in a mixed solvent of methanol (20 mL) and tetrahydrofuran (10 mL). A small amount of 10% palladium-carbon (50% wet) was added, and the mixture was stirred in a hydrogen atmosphere for three hours. After removing the catalyst by filtration, the filtrate was concentrated under reduced pressure to give 0.89 g (quantitative) of the title compound as a colorless oi... Reactants: N#CC1CC(F)CN1C(=O)CNC12CCC(C(=O)O)(CC1)CC2, Cc1cc(Cl)ccc1N. The product is Cc1cc(Cl)ccc1NC(=O)C12CCC(NCC(=O)N3CC(F)CC3C#N)(CC1)CC2. Reaction SMILES: [C:1](=[O:2])([OH:3])[C:4]12[CH2:5][CH2:6][C:7]([NH:12][CH2:13][C:14](=[O:15])[N:16]3[CH:17]([C:22]#[N:23])[CH2:18][CH:19]([F:21])[CH2:20]3)([CH2:8][CH2:9]1)[CH2:10][CH2:11]2.[NH2:24][c:25]1[c:26]([CH3:32])[cH:27][c:28]([Cl:31])[cH:29][cH:30]1>>[C:1](=[O:3])([C:4]12[CH2:5][CH2:6][C:7]([NH:12][CH2:13][C:14](=[O:15])[N:16]3[CH:17]([C:22]#[N:23])[CH2:18][CH:19]([F:21])[CH2:20]3)([CH2:8][CH2:9]1)[CH2:10][CH2:11]2)[NH:24][c:25]1[c:26]([CH3:32])[cH:27][c:28]([Cl:31])[cH:29][cH:30]1. Starting materials: C(CC(O)(C(=O)O)CC(=O)O)(=O)O (citric acid), FC1=NC(=NC(=N1)F)F (2,4,6-Trifluoro-1,3,5-triazine), N1=CC=CC=C1 (pyridine), C1(CCCC1)C[C@@H](C(=O)O)CN(OCC1=CC=CC=C1)C=O ((2R)-3-cyclopentyl-2-({formyl[(phenylmethyl)oxy]amino}methyl)propanoic acid). The solvent is ClCCl (dichloromethane), ClCCl (Dichloromethane). Reaction conditions: time 8 hour. Product: C1(CCCC1)C[C@@H](C(=O)F)CN(OCC1=CC=CC=C1)C=O ((2R)-3-cyclopentyl-2-({formyl[(phenylmethyl)oxy]amino}methyl)propanoyl fluoride). Isolated yield 64.7%. Reaction SMILES: [F:1]C1N=C(F)N=C(F)N=1.N1C=CC=CC=1.[CH:16]1([CH2:21][C@H:22]([CH2:26][N:27]([CH:36]=[O:37])[O:28][CH2:29][C:30]2[CH:35]=[CH:34][CH:33]=[CH:32][CH:31]=2)[C:23](O)=[O:24])[CH2:20][CH2:19][CH2:18][CH2:17]1.C(O)(=O)CC(CC(O)=O)(C(O)=O)O>ClCCl>[CH:16]1([CH2:21][C@H:22]([CH2:26][N:27]([CH:36]=[O:37])[O:28][CH2:29][C:30]2[CH:35]=[CH:34][CH:33]=[CH:32][CH:31]=2)[C:23]([F:1])=[O:24])[CH2:20][CH2:19][CH2:18][CH2:17]1. Procedure details: 2,4,6-Trifluoro-1,3,5-triazine (10.7 g, 79 mmol) was added into a solution of pyridine (6.4 ml, 79 mmol) and (2R)-3-cyclopentyl-2-({formyl[(phenylmethyl)oxy]amino}methyl)propanoic acid (WO 2009061879) (22 g, 72.0 mmol) in dichloromethane (348 ml) at room temperature. The resulting solution was stirred overnight. Dichloromethane (300 mL) was added to the reaction solution, followed by 1000 mL of 5% citric acid, and the mixture was filtrated. The solids were washed with DCM (300 ml). The organic l... Reactants: CCOC(=O)c1ccc(OCc2nc(-c3ccccc3)oc2C)c(OC)c1, CCO, Cl, [Na+], C1CCOC1, [OH-]. Product: COc1cc(C(=O)O)ccc1OCc1nc(-c2ccccc2)oc1C. RXN SMILES: [CH3:1][O:2][c:3]1[cH:4][c:5]([C:6](=[O:7])[O:8][CH2:9][CH3:10])[cH:11][cH:12][c:13]1[O:14][CH2:15][c:16]1[n:17][c:18](-[c:22]2[cH:23][cH:24][cH:25][cH:26][cH:27]2)[o:19][c:20]1[CH3:21].[CH3:36][CH2:37][OH:38].[ClH:35].[Na+:29].[O:30]1[CH2:31][CH2:32][CH2:33][CH2:34]1.[OH-:28]>>[CH3:1][O:2][c:3]1[cH:4][c:5]([C:6](=[O:7])[OH:8])[cH:11][cH:12][c:13]1[O:14][CH2:15][c:16]1[n:17][c:18](-[c:22]2[cH:23][cH:24][cH:25][cH:26][cH:27]2)[o:19][c:20]1[CH3:21].